describe an organic reaction: reactants, conditions, products, and yield From a dataset of the Open Reaction Database (ORD), a public repository of structured organic reaction records. Starting materials: CC(=O)C1CCCCC1, CCOCC. The product is CC(O)C1CCCCC1. As a reaction SMILES: [C:1]([CH3:2])(=[O:3])[CH:4]1[CH2:5][CH2:6][CH2:7][CH2:8][CH2:9]1.[CH2:10]([O:11][CH2:12][CH3:13])[CH3:14]>>[CH:1]([CH3:2])([OH:3])[CH:4]1[CH2:5][CH2:6][CH2:7][CH2:8][CH2:9]1.